Dataset: the Open Reaction Database (ORD), a public repository of structured organic reaction records. Task: describe an organic reaction: reactants, conditions, products, and yield Reactants: COC1=CC(=NC(=C1)C1=CC=C(C=C1)[N+](=O)[O-])C(=O)O (4-methoxy-6-(4-nitrophenyl)-2-pyridinecarboxylic acid), NC1=NN=NN1 (5-aminotetrazole). Solvent: S(=O)(Cl)Cl (thionyl chloride). Product: N1N=NN=C1NC(=O)C1=NC(=CC(=C1)OC)C1=CC=C(C=C1)[N+](=O)[O-] (N-(5-tetrazolyl)-4-methoxy-6-(4-nitrophenyl)-2-pyridinecarboxamide). The yield is 65.8%. RXN SMILES: [CH3:1][O:2][C:3]1[CH:8]=[C:7]([C:9]2[CH:14]=[CH:13][C:12]([N+:15]([O-:17])=[O:16])=[CH:11][CH:10]=2)[N:6]=[C:5]([C:18]([OH:20])=O)[CH:4]=1.[NH2:21][C:22]1[NH:26][N:25]=[N:24][N:23]=1>S(Cl)(Cl)=O>[NH:23]1[C:22]([NH:21][C:18]([C:5]2[CH:4]=[C:3]([O:2][CH3:1])[CH:8]=[C:7]([C:9]3[CH:10]=[CH:11][C:12]([N+:15]([O-:17])=[O:16])=[CH:13][CH:14]=3)[N:6]=2)=[O:20])=[N:26][N:25]=[N:24]1. Procedure: In the same manner as described in Example 13-(1), 4-methoxy-6-(4-nitrophenyl)-2-pyridinecarboxylic acid (2.54 g), thionyl chloride (30 ml) and 5-aminotetrazole (1.2 g) are treated to give N-(5-tetrazolyl)-4-methoxy-6-(4-nitrophenyl)-2-pyridinecarboxamide (2.08 g). M.P. 279°-281° C. (decomp.) (recrystallized from dimethylformamide) Reactants: N1(CCOCC1)S(F)(F)F, C1[C@H]([C@H]2[C@@H]([C@@]1(COC(=O)C)O)OC(O2)(C)C)N1C(c2c(C1=O)cccc2)=O. The reagents and catalysts are c1ccc(cc1)-c2c3ccccc3cc4ccccc24 (9-Phenylanthracene). Run in C1CCOC1 (THF). Run at temperature 25 celsius, time 18 hour. The product is CC(=O)OC[C@@]1(F)C[C@H]([C@@H]2OC(C)(C)O[C@H]12)N3C(=O)c4ccccc4C3=O. As a reaction SMILES: [F:1]S(N1CCOCC1)(F)F.[CH3:2][C:3]([O:5][CH2:6][C@:7]1([C@H:16]([C@@H:10]2[C@H:9]([N:17]3[C:26](=[O:27])[c:25]([c:20]4[C:18]3=[O:19])[cH:24][cH:23][cH:22][cH:21]4)[CH2:8]1)[O:15][C:12]([CH3:14])([CH3:13])[O:11]2)O)=[O:4]>>[CH3:2][C:3]([O:5][CH2:6][C@@:7]1([C@H:16]([C@@H:10]2[C@H:9]([N:17]3[C:26](=[O:27])[c:25]([c:20]4[C:18]3=[O:19])[cH:24][cH:23][cH:22][cH:21]4)[CH2:8]1)[O:15][C:12]([CH3:14])([CH3:13])[O:11]2)[F:1])=[O:4]. The reactants are COCCOC, CC(C)(C)[O-], COCOc1ccc(C=O)c(OC)c1, CO, [Cl-], [K+], [NH4+], [C-]#[N+]CS(=O)(=O)c1ccccc1C. Product: COCOc1ccc(CC#N)c(OC)c1. RXN SMILES: [CH2:36]([CH2:37][O:38][CH3:39])[O:40][CH3:41].[CH3:1][C:2]([CH3:3])([O-:4])[CH3:5].[CH3:20][O:21][c:22]1[c:23]([CH:24]=[O:25])[cH:26][cH:27][c:28]([O:30][CH2:31][O:32][CH3:33])[cH:29]1.[CH3:42][OH:43].[Cl-:34].[K+:6].[NH4+:35].[c:7]1([CH3:8])[c:9]([S:10](=[O:12])(=[O:13])[CH2:16][N+:17]#[C-:11])[cH:14][cH:15][cH:18][cH:19]1>>[C:16](#[N:17])[CH2:24][c:23]1[c:22]([O:21][CH3:20])[cH:29][c:28]([O:30][CH2:31][O:32][CH3:33])[cH:27][cH:26]1. Starting materials: OC1=CC=C(C=C1)C=1OC2=C(C1)C=C(C=C2[N+](=O)[O-])O (2-(4-Hydroxy-phenyl)-7-nitro-benzofuran-5-ol). Reagents/catalysts: [Pd] (Pd/C). Solvent: CC(=O)O.CO (AcOH MeOH). Yields the product NC1=CC(=CC=2C=C(OC21)C2=CC=C(C=C2)O)O (7-Amino-2-(4-hydroxy-phenyl)-benzofuran-5-ol). Isolated yield 35.7%. RXN SMILES: [OH:1][C:2]1[CH:7]=[CH:6][C:5]([C:8]2[O:9][C:10]3[C:16]([N+:17]([O-])=O)=[CH:15][C:14]([OH:20])=[CH:13][C:11]=3[CH:12]=2)=[CH:4][CH:3]=1>CC(O)=O.CO.[Pd]>[NH2:17][C:16]1[C:10]2[O:9][C:8]([C:5]3[CH:4]=[CH:3][C:2]([OH:1])=[CH:7][CH:6]=3)=[CH:12][C:11]=2[CH:13]=[C:14]([OH:20])[CH:15]=1 |f:1.2|. Procedure details: A solution of 99 (0.070 g, 0.29 mmol) in AcOH/MeOH was stirred under an atmosphere of H2 in the presence of 10% Pd/C. After TLC analysis indicated reaction was over, the reaction was filtered through Celite, concentrated and chromatographed on silica gel (MeOH/CH2Cl2 1:9) to yield 25 mg of the desired product: Mp=251–254° C.; 1H NMR (DMSO-d6) δ 9.76 (br s, 1 H), 8.65 (br s, 1 H), 7.71 (d, 2 H, J=8.5 Hz), 6.86 (s, 1 H), 6.84 (d, 2 H, J=8.7 Hz), 6.09 (d, 1 H, J=1.9 Hz), 6.02 (d, 1 H, J=1.9 Hz), 5.... The reactants are CC(=O)Oc1cc(OC(C)=O)cc(C(=O)N2CCCCC2C(O)c2ccccc2)c1, ClCCl, O=[Cr](=O)([O-])Cl, c1cc[nH+]cc1. Yields the product CC(=O)Oc1cc(OC(C)=O)cc(C(=O)N2CCCCC2C(=O)c2ccccc2)c1. Reaction SMILES: [C:12]([CH3:13])(=[O:14])[O:15][c:16]1[cH:17][c:18]([C:19](=[O:20])[N:21]2[CH:22]([CH:27]([OH:28])[c:29]3[cH:30][cH:31][cH:32][cH:33][cH:34]3)[CH2:23][CH2:24][CH2:25][CH2:26]2)[cH:35][c:36]([O:38][C:39]([CH3:40])=[O:41])[cH:37]1.[Cl:42][CH2:43][Cl:44].[O:1]=[Cr:2]([Cl:3])([O-:4])=[O:5].[nH+:6]1[cH:7][cH:8][cH:9][cH:10][cH:11]1>>[C:12]([CH3:13])(=[O:14])[O:15][c:16]1[cH:17][c:18]([C:19](=[O:20])[N:21]2[CH:22]([C:27](=[O:28])[c:29]3[cH:30][cH:31][cH:32][cH:33][cH:34]3)[CH2:23][CH2:24][CH2:25][CH2:26]2)[cH:35][c:36]([O:38][C:39]([CH3:40])=[O:41])[cH:37]1. As a reaction SMILES: [CH3:1][S:2][CH2:3][N:4]1[C:9](=[O:10])[N:8]2[CH:11]=[N:12][C:13]([C:14]3[O:15][C:16]([C:19]4[CH:24]=[CH:23][CH:22]=[CH:21][CH:20]=4)=[N:17][N:18]=3)=[C:7]2[N:6]=[N:5]1.S([O-])(O[O-])(=O)=[O:26].[K+].[K+].OOS([O-])=O.[K+]>CN(C=O)C.O>[CH3:1][S:2]([CH2:3][N:4]1[C:9](=[O:10])[N:8]2[CH:11]=[N:12][C:13]([C:14]3[O:15][C:16]([C:19]4[CH:24]=[CH:23][CH:22]=[CH:21][CH:20]=4)=[N:17][N:18]=3)=[C:7]2[N:6]=[N:5]1)=[O:26] |f:1.2.3,4.5|. Reported procedure: To a 0° C. solution of 3-(methylthiomethyl)-8-(5-phenyl-1,3,4-oxadiazol-2-yl)imidazo[5,1-d][1,2,3,5]tetrazin-4(3H)-one (0.337 mmol, 115 mg, 1 eq.) in DMF (6 mL) was added potassium peroxymonosulfate (Oxone™) (0.37 mmol, 114 mg, 1.1 eq.) dissolved in water (1.2 mL) drop wise. The formed suspension was stirred at 0° C. and stepwise additions of Oxone™ in water were made until reaction completion. The reaction mixture was filtered and the obtained solid was washed with water, acetonitrile and ether... The yield is 90.0%. Product: CS(=O)CN1N=NC=2N(C1=O)C=NC2C=2OC(=NN2)C2=CC=CC=C2 (3-(Methylsulfinylmethyl)-8-(5-phenyl-1,3,4-oxadiazol-2-yl)imidazo[5,1-d][1,2,3,5]tetrazin-4(3H)-one). Run at temperature 0 celsius. Solvent: O (water), CN(C)C=O (DMF), O (water). Reactants: OOS(=O)[O-].[K+] (Oxone), CSCN1N=NC=2N(C1=O)C=NC2C=2OC(=NN2)C2=CC=CC=C2 (3-(methylthiomethyl)-8-(5-phenyl-1,3,4-oxadiazol-2-yl)imidazo[5,1-d][1,2,3,5]tetrazin-4(3H)-one), S(=O)(=O)(O[O-])[O-].[K+].[K+] (potassium peroxymonosulfate).